This data is from the Open Reaction Database (ORD), a public repository of structured organic reaction records. The task is: describe an organic reaction: reactants, conditions, products, and yield Reactants: Cl.ClCCN (2-chloroethylamine hydrochloride), C(C1=CC=CC=C1)N1C2=CC=CC=C2C=2C(=CC=CC12)O (9-benzyl-9H-Carbazol-4-ol), [H-].[Na+] (Sodium hydride). Run in CN(C)C=O (DMF), CN(C)C=O (DMF), CCCCC (pentane), CN(C)C=O (DMF). Reaction conditions: time 5 minute. The product is C(C1=CC=CC=C1)N1C2=CC=CC=C2C=2C(=CC=CC12)OCCN (2-[(9-Benzyl-9H-carbazol-4-yl)oxy]ethylamine). The yield is 71.6%. As a reaction SMILES: [H-].[Na+].[CH2:3]([N:10]1[C:22]2[CH:21]=[CH:20][CH:19]=[C:18]([OH:23])[C:17]=2[C:16]2[C:11]1=[CH:12][CH:13]=[CH:14][CH:15]=2)[C:4]1[CH:9]=[CH:8][CH:7]=[CH:6][CH:5]=1.Cl.Cl[CH2:26][CH2:27][NH2:28]>CCCCC.CN(C=O)C>[CH2:3]([N:10]1[C:22]2[CH:21]=[CH:20][CH:19]=[C:18]([O:23][CH2:26][CH2:27][NH2:28])[C:17]=2[C:16]2[C:11]1=[CH:12][CH:13]=[CH:14][CH:15]=2)[C:4]1[CH:5]=[CH:6][CH:7]=[CH:8][CH:9]=1 |f:0.1,3.4|. Procedure details: Sodium hydride (60% in oil; 0.934 g, 23.36 mmol) is washed three times with pentane. DMF (5 mL) is added, followed by 9-benzyl-9H-Carbazol-4-ol (1.52 g, 5.56 mmol) dissolved in DMF (10 mL) added over 10 min. The mixture is stirred an additional 5 min and then cooled in an ice-water bath. A solution of 2-chloroethylamine hydrochloride (1.29 g, 11.12 mmol) dissolved in DMF (5 mL) is added dropwise over about 5 min. The cooling bath is removed and the mixture is allowed to stir at room temperature ...